describe an organic reaction: reactants, conditions, products, and yield From a dataset of the Open Reaction Database (ORD), a public repository of structured organic reaction records. Starting materials: CCN=C=NCCCN(C)C (EDCI), Cl.Cl.CNCC=1SC(=NN1)CN1CCCC1 (N-methyl-1-[5-(pyrrolidin-1-ylmethyl)-1,3,4-thiadiazol-2-yl]methanamine dihydrochloride), CCN(C(C)C)C(C)C (DIPEA), COC1=CC(=C(C(=C1)C)S(=O)(=O)N(C)CC1=CC(=CO1)C(=O)O)C (5-({[(4-methoxy-2,6-dimethylphenyl)sulfonyl](methyl)amino}methyl)furan-3-carboxylic acid), C=1C=CC2=C(C1)N=NN2O (HOBt). The solvent is C(Cl)Cl (DCM). Conditions: temperature 0 celsius, time 7 hour. Yields the product COC1=CC(=C(C(=C1)C)S(=O)(=O)N(C)CC1=CC(=CO1)C(=O)N(CC=1SC(=NN1)CN1CCCC1)C)C (5-({[(4-Methoxy-2,6-dimethylphenyl)sulfonyl](methyl)amino}methyl)-N-methyl-N-{[5-(pyrrolidin-1-ylmethyl)-1,3,4-thiadiazol-2-yl]methyl}furan-3-carboxamide). Reaction SMILES: Cl.Cl.[CH3:3][NH:4][CH2:5][C:6]1[S:7][C:8]([CH2:11][N:12]2[CH2:16][CH2:15][CH2:14][CH2:13]2)=[N:9][N:10]=1.CCN(C(C)C)C(C)C.[CH3:26][O:27][C:28]1[CH:33]=[C:32]([CH3:34])[C:31]([S:35]([N:38]([CH2:40][C:41]2[O:45][CH:44]=[C:43]([C:46]([OH:48])=O)[CH:42]=2)[CH3:39])(=[O:37])=[O:36])=[C:30]([CH3:49])[CH:29]=1.C1C=CC2N(O)N=NC=2C=1.CCN=C=NCCCN(C)C>C(Cl)Cl>[CH3:26][O:27][C:28]1[CH:29]=[C:30]([CH3:49])[C:31]([S:35]([N:38]([CH2:40][C:41]2[O:45][CH:44]=[C:43]([C:46]([N:4]([CH3:3])[CH2:5][C:6]3[S:7][C:8]([CH2:11][N:12]4[CH2:16][CH2:15][CH2:14][CH2:13]4)=[N:9][N:10]=3)=[O:48])[CH:42]=2)[CH3:39])(=[O:36])=[O:37])=[C:32]([CH3:34])[CH:33]=1 |f:0.1.2|. Reported procedure: N-methyl-1-[5-(pyrrolidin-1-ylmethyl)-1,3,4-thiadiazol-2-yl]methanamine dihydrochloride (25 mg, 0.087 mmol) was dissolved in DCM (5 mL), on addition of DIPEA (0.03 mL, 0.17 mmol). 5-({[(4-methoxy-2,6-dimethylphenyl)sulfonyl](methyl)amino}methyl)furan-3-carboxylic acid (30 mg, 0.09 mmol) and HOBt (17 mg, 0.12 mmol) were added and the resulting solution was cooled to 0° C. prior to the addition of EDCI (24 mg, 0.13 mmol). The mixture was stirred at ambient temperature for 7 h, quenched with satura... Starting materials: C(C)(C)(C)C1=CC=C(COC(=O)C=2C(C(=C(NC2C)C)C(=O)OC)C2=C(C=CC=C2)[N+](=O)[O-])C=C1 (2,6-dimethyl-3-methoxycarbonyl-4-(2'-nitrophenyl)-1,4-dihydropyridine-5-carboxylic acid 4-tert.-butylbenzyl ester). The solvent is C(C)O (ethanol), C(C)O (ethanol). The product is COC(=O)CC(=O)/C=C/C1=CC=CC=C1[N+](=O)[O-] (2'-nitrobenzylideneacetoacetic acid methyl ester), C(C)(C)(C)C1=CC=C(COC(\C=C(\C)/N)=O)C=C1 (β-aminocrotonic acid 4-tert.-butylbenzyl ester). RXN SMILES: [C:1]([C:5]1[CH:35]=[CH:34][C:8]([CH2:9][O:10][C:11]([C:13]2[CH:14]([C:25]3[CH:30]=[CH:29][CH:28]=[CH:27][C:26]=3[N+:31]([O-:33])=[O:32])[C:15]([C:21]([O:23]C)=O)=C(C)[NH:17][C:18]=2[CH3:19])=[O:12])=[CH:7][CH:6]=1)([CH3:4])([CH3:3])[CH3:2]>C(O)C>[CH3:9][O:10][C:11]([CH2:13][C:21](/[CH:15]=[CH:14]/[C:25]1[C:26]([N+:31]([O-:33])=[O:32])=[CH:27][CH:28]=[CH:29][CH:30]=1)=[O:23])=[O:12].[C:1]([C:5]1[CH:35]=[CH:34][C:8]([CH2:9][O:10][C:11](=[O:12])/[CH:13]=[C:18](\[NH2:17])/[CH3:19])=[CH:7][CH:6]=1)([CH3:2])([CH3:3])[CH3:4]. Procedure details: Analogously to Example 1 heating a solution of 75 mmols of 2'-nitrobenzylideneacetoacetic acid methyl ester and 75 mmols of β-aminocrotonic acid 4-tert.-butylbenzyl ester in 120 ml of ethanol gave 2,6-dimethyl-3-methoxycarbonyl-4-(2'-nitrophenyl)-1,4-dihydropyridine-5-carboxylic acid 4-tert.-butylbenzyl ester of melting point 146° C (from ethanol). Reactants: Cc1nnn[nH]1, CO, CCOC(C)=O, ClCCl, O=C1OC(CCO)CN1c1cc(F)c(C2CCSCC2)c(F)c1, c1ccc(P(c2ccccc2)c2ccccc2)cc1. Product: Cc1nnn(CC2CN(c3cc(F)c(C4CCSCC4)c(F)c3)C(=O)O2)n1. As a reaction SMILES: [CH3:43][c:44]1[n:45][n:46][n:47][nH:48]1.[CH3:49][OH:50].[CH3:54][CH2:55][O:56][C:57](=[O:58])[CH3:59].[Cl:51][CH2:52][Cl:53].[S:1]1[CH2:2][CH2:3][CH:4]([c:7]2[c:8]([F:23])[cH:9][c:10]([N:14]3[C:15](=[O:22])[O:16][CH:17]([CH2:19][CH2:20][OH:21])[CH2:18]3)[cH:11][c:12]2[F:13])[CH2:5][CH2:6]1.[c:24]1([P:25]([c:26]2[cH:27][cH:28][cH:29][cH:30][cH:31]2)[c:32]2[cH:33][cH:34][cH:35][cH:36][cH:37]2)[cH:38][cH:39][cH:40][cH:41][cH:42]1>>[S:1]1[CH2:2][CH2:3][CH:4]([c:7]2[c:8]([F:23])[cH:9][c:10]([N:14]3[C:15](=[O:22])[O:16][CH:17]([CH2:19][n:46]4[n:45][c:44]([CH3:43])[n:48][n:47]4)[CH2:18]3)[cH:11][c:12]2[F:13])[CH2:5][CH2:6]1. The reactants are Cc1ccccc1CCNC(=O)c1ccc(Br)cc1, O=P(Cl)(Cl)Cl, Cc1ccccc1C. The product is Cc1cccc2c1CCN=C2c1ccc(Br)cc1. RXN SMILES: [Br:1][c:2]1[cH:3][cH:4][c:5]([C:6](=[O:7])[NH:8][CH2:9][CH2:10][c:11]2[c:12]([CH3:17])[cH:13][cH:14][cH:15][cH:16]2)[cH:18][cH:19]1.[P:20]([Cl:21])([Cl:22])([Cl:23])=[O:24].[c:25]1([CH3:26])[c:27]([CH3:28])[cH:29][cH:30][cH:31][cH:32]1>>[Br:1][c:2]1[cH:3][cH:4][c:5]([C:6]2=[N:8][CH2:9][CH2:10][c:11]3[c:12]([CH3:17])[cH:13][cH:14][cH:15][c:16]32)[cH:18][cH:19]1. Starting materials: COC(=O)c1ccc(S(C)(=O)=O)c(CBr)c1C, CO, CCOC(C)=O, CC(C)[N+](=O)[O-], Cl. Yields the product COC(=O)c1ccc(S(C)(=O)=O)c(C=O)c1C. RXN SMILES: [Br:9][CH2:10][c:11]1[c:12]([CH3:25])[c:13]([C:14](=[O:15])[O:16][CH3:17])[cH:18][cH:19][c:20]1[S:21](=[O:22])(=[O:23])[CH3:24].[CH3:1][OH:2].[CH3:27][CH2:28][O:29][C:30](=[O:31])[CH3:32].[CH3:3][CH:4]([N+:5](=[O:6])[O-:7])[CH3:8].[ClH:26]>>[O:7]=[CH:10][c:11]1[c:12]([CH3:25])[c:13]([C:14](=[O:15])[O:16][CH3:17])[cH:18][cH:19][c:20]1[S:21](=[O:22])(=[O:23])[CH3:24]. Reactants: COC1=C(N)C=CC(=C1)[N+](=O)[O-] (2-methoxy-4-nitroaniline), C(C(=O)C)CC(C)=O (acetonylacetone). The reagents and catalysts are C1(=CC=C(C=C1)S(=O)(=O)O)C (p-toluenesulfonic acid). Solvent: C1(=CC=CC=C1)C (toluene). Product: CC=1N(C(=CC1)C)C1=C(C=C(C=C1)[N+](=O)[O-])OC (2,5-dimethyl-1-(2-methoxy-4-nitrophenyl)pyrrole). Yield: 99.2%. As a reaction SMILES: [CH3:1][O:2][C:3]1[CH:9]=[C:8]([N+:10]([O-:12])=[O:11])[CH:7]=[CH:6][C:4]=1[NH2:5].[CH2:13]([CH2:17][C:18](=O)[CH3:19])[C:14]([CH3:16])=O>C1(C)C=CC=CC=1.C1(C)C=CC(S(O)(=O)=O)=CC=1>[CH3:19][C:18]1[N:5]([C:4]2[CH:6]=[CH:7][C:8]([N+:10]([O-:12])=[O:11])=[CH:9][C:3]=2[O:2][CH3:1])[C:14]([CH3:16])=[CH:13][CH:17]=1. Procedure details: A stirred mixture of 29.0 g (0.17 mole) of 2-methoxy-4-nitroaniline, 18.7 g (0.16 mole) of acetonylacetone and 0.5 g (0.0026 mole) of p-toluenesulfonic acid in 300 ml of toluene was heated at reflux for two hours. A Dean-Stark trap was used to collect a calculated volume of water. The reaction mixture was cooled then poured into 250 ml of ice water. To the mixture was added 100 ml 2N hydrochloric acid. The organic phase was separated and washed in succession with 100 ml of 2N hydrochloric acid, ... The reactants are C1CCOC1, COC(=O)c1cc(Cl)nc(OC)c1. Product: COc1cc(CO)cc(Cl)n1. Reaction SMILES: [CH2:14]1[O:15][CH2:16][CH2:17][CH2:18]1.[Cl:1][c:2]1[n:3][c:4]([O:12][CH3:13])[cH:5][c:6]([C:8](=[O:9])[O:10][CH3:11])[cH:7]1>>[Cl:1][c:2]1[n:3][c:4]([O:12][CH3:13])[cH:5][c:6]([CH2:8][OH:9])[cH:7]1.